From a dataset of the Open Reaction Database (ORD), a public repository of structured organic reaction records. describe an organic reaction: reactants, conditions, products, and yield Starting materials: C1(CC1)N1C(=C(C(C2=CC(=C(C(=C12)OC)F)F)=O)C(=O)OCC)S (ethyl 1-cyclopropyl-6,7-difluoro-2-mercapto-8-methoxy-4-oxo-1,4-dihydroquinoline-3-carboxylate), C1(CC1)N1C2=C(C(C3=CC(=C(C=C13)F)F)=O)C(=C(S2)C#N)O (9-cyclopropyl-6,7-difluoro-3-hydroxyl-4-oxo-4,9-dihydrothieno[2,3-b]quinoline-2-carbonitrile). Yields the product C1(CC1)N1C2=C(C(C3=CC(=C(C(=C13)OC)F)F)=O)C(=C(S2)C#N)O (9-Cyclopropyl-6,7-Difluoro-3-Hydroxyl-8-Methoxy-4-oxo-4,9-dihydrothieno[2,3-b]quinoline-2-carbonitrile). As a reaction SMILES: [CH:1]1([N:4]2[C:13]3[C:8](=[CH:9][C:10]([F:17])=[C:11]([F:16])[C:12]=3[O:14][CH3:15])[C:7](=[O:18])[C:6]([C:19]([O:21]CC)=O)=[C:5]2[SH:24])[CH2:3][CH2:2]1.[CH:25]1([N:28]2C3C(=CC(F)=C(F)C=3)C(=O)C3C(O)=C(C#N)SC2=3)C[CH2:26]1>>[CH:1]1([N:4]2[C:13]3[C:8](=[CH:9][C:10]([F:17])=[C:11]([F:16])[C:12]=3[O:14][CH3:15])[C:7](=[O:18])[C:6]3[C:19]([OH:21])=[C:26]([C:25]#[N:28])[S:24][C:5]2=3)[CH2:2][CH2:3]1. Procedure details: The title compound is prepared from ethyl 1-cyclopropyl-6,7-difluoro-2-mercapto-8-methoxy-4-oxo-1,4-dihydroquinoline-3-carboxylate (See US 2008071086, which is hereby incorporated by reference for its teachings regarding this and other compounds, see also, Hashimoto, et al., 2007) using a procedure analogous to that describing the preparation of 9-cyclopropyl-6,7-difluoro-3-hydroxyl-4-oxo-4,9-dihydrothieno[2,3-b]quinoline-2-carbonitrile. (Chiba, et al., JP 03-223289) The crude product is purifie... The reactants are NC1=C(C(=NN1)C)C#N (5-amino-3-methyl-4-pyrazole carbonitrile), CN(C=CC(=O)C1=CC=NC=C1)C (3-dimethylamino-1-(4-pyridinyl)-2-propen-1-one). Run in C(C)(=O)O (acetic acid). Yields the product CC1=NN2C(N=CC=C2C2=CC=NC=C2)=C1C#N (2-Methyl-7-(4-pyridinyl)pyrazolo(1,5-a) pyrimidine-3-carbonitrile). Yield: 52.5%. Reaction SMILES: [NH2:1][C:2]1[NH:6][N:5]=[C:4]([CH3:7])[C:3]=1[C:8]#[N:9].CN(C)[CH:12]=[CH:13][C:14]([C:16]1[CH:21]=[CH:20][N:19]=[CH:18][CH:17]=1)=O>C(O)(=O)C>[CH3:7][C:4]1[C:3]([C:8]#[N:9])=[C:2]2[N:1]=[CH:12][CH:13]=[C:14]([C:16]3[CH:21]=[CH:20][N:19]=[CH:18][CH:17]=3)[N:6]2[N:5]=1. Procedure: A mixture of 6.1 g of 5-amino-3-methyl-4-pyrazole carbonitrile and 8.81 g of 3-dimethylamino-1-(4-pyridinyl)-2-propen-1-one in 50 ml of glacial acetic acid is stirred and heated at reflux for 5 hours. The reaction mixture is cooled and the precipitate which forms is collected by filtration and washed with water and a little dichloromethane to give a solid. The solid is partitioned between saturated sodium bicarbonate and dichloromethane. The organic layer is dried over anhydrous sodium sulfate a...